Dataset: the Open Reaction Database (ORD), a public repository of structured organic reaction records. Task: describe an organic reaction: reactants, conditions, products, and yield Starting materials: C1(=CC=CC=C1)C(CN)C1=CC=CC=C1 (2,2-diphenylethylamine), I.CSC=1NCCCN1 (2-methylthio-1,4,5,6-tetrahydropyrimidine hydroiodide), Cl (HCl). Run in CO (methanol), CO (methanol). Reaction conditions: temperature 0 celsius, time 1.5 hour. Yields the product Cl.C1(=CC=CC=C1)C(CNC=1NCCCN1)C1=CC=CC=C1 (2-(2,2-diphenylethylamino)-1,4,5,6-tetrahydropyrimidine hydrochloride). As a reaction SMILES: [C:1]1([CH:7]([C:10]2[CH:15]=[CH:14][CH:13]=[CH:12][CH:11]=2)[CH2:8][NH2:9])[CH:6]=[CH:5][CH:4]=[CH:3][CH:2]=1.I.CS[C:19]1[NH:20][CH2:21][CH2:22][CH2:23][N:24]=1.[ClH:25]>CO>[ClH:25].[C:10]1([CH:7]([C:1]2[CH:2]=[CH:3][CH:4]=[CH:5][CH:6]=2)[CH2:8][NH:9][C:19]2[NH:24][CH2:23][CH2:22][CH2:21][N:20]=2)[CH:11]=[CH:12][CH:13]=[CH:14][CH:15]=1 |f:1.2,5.6|. Reported procedure: A flask containing a mixture of 2,2-diphenylethylamine (5.92 g; 3.00×10-2 mole) and 2-methylthio-1,4,5,6-tetrahydropyrimidine hydroiodide (7.74 g, 3.00×10-2 mole) was immersed in an oil bath which had been preheated to ca. 155° C. The reaction was stirred at between 150°-168° C. for 1.5 hours. The resulting yellow glass was dissolved in methanol. The methanol was evaporated and the resulting yellow oil was dissolved in dichloromethane. This solution was transferred to a separatory funnel where i... Reactants: Br, COc1ccc(S(=O)(=O)Cl)cc1OC, CCO, Cl, [Na+], [OH-], Nc1nc(-c2cccc3ccccc23)cs1, c1ccncc1. Yields the product COc1ccc(S(=O)(=O)Nc2nc(-c3cccc4ccccc34)cs2)cc1OC. Reaction SMILES: [BrH:1].[CH3:18][O:19][c:20]1[cH:21][c:22]([S:28](=[O:29])(=[O:30])[Cl:31])[cH:23][cH:24][c:25]1[O:26][CH3:27].[CH3:39][CH2:40][OH:41].[ClH:38].[Na+:43].[OH-:42].[c:2]1(-[c:12]2[n:13][c:14]([NH2:17])[s:15][cH:16]2)[cH:3][cH:4][cH:5][c:6]2[cH:7][cH:8][cH:9][cH:10][c:11]12.[cH:32]1[cH:33][cH:34][n:35][cH:36][cH:37]1>>[c:2]1(-[c:12]2[n:13][c:14]([NH:17][S:28]([c:22]3[cH:21][c:20]([O:19][CH3:18])[c:25]([O:26][CH3:27])[cH:24][cH:23]3)(=[O:29])=[O:30])[s:15][cH:16]2)[cH:3][cH:4][cH:5][c:6]2[cH:7][cH:8][cH:9][cH:10][c:11]12.